Dataset: the Open Reaction Database (ORD), a public repository of structured organic reaction records. Task: describe an organic reaction: reactants, conditions, products, and yield The reactants are BrC1=C(C(=CC(=C1)Br)C)O (2,4-dibromo-6-methyl-phenol), Compound, C([O-])([O-])=O.[K+].[K+] (potassium carbonate), [I-].[Na+] (sodium iodide), ClCC(=C)C (3-chloro-2-methylpropene). The solvent is CC(=O)C (acetone). The product is BrC1=C(C(=CC(=C1)Br)C)OCC(=C)C (1,5-Dibromo-3-methyl-2-(2-methyl-allyloxy)-benzene). As a reaction SMILES: [Br:1][C:2]1[CH:7]=[C:6]([Br:8])[CH:5]=[C:4]([CH3:9])[C:3]=1[OH:10].C(=O)([O-])[O-].[K+].[K+].[I-].[Na+].Cl[CH2:20][C:21]([CH3:23])=[CH2:22]>CC(C)=O>[Br:1][C:2]1[CH:7]=[C:6]([Br:8])[CH:5]=[C:4]([CH3:9])[C:3]=1[O:10][CH2:22][C:21]([CH3:23])=[CH2:20] |f:1.2.3,4.5|. Reported procedure: A solution of 2,4-dibromo-6-methyl-phenol (Compound 3,62 g, 0.23 mol) in 700 mL of acetone was treated with potassium carbonate (38.7 g, 0.28 mol), sodium iodide (3.4 g, 0.023 mol) and 3-chloro-2-methylpropene (34 mL, 0.35 mol) and the resulting suspension was refluxed for 18 hours. The solids were filtered and the filtrate was evaporated in vacuo to afford the title compound as a dark yellow oil. 1H-NMR (300 MHz, CDCl3): δ 7.53(d, 1H, J=2.7 Hz), 7.27(d, 1H, J=1.9 Hz), 5.17(s, 1H), 5.02(s, 1H), ... The reactants are C(C)(C)(C)OC(CN(C1CC2=CC=CC=C2C1)C([C@@H](N[C@@H](CCCCC1CCNCC1)C(=O)O)C)=O)=O (N-[N-[(S)-5-(4-piperidyl)-1-carboxypentyl]-L-alanyl]-N-(indan-2-yl)glycine tert-butyl ester), C(C)(=O)OCC.Cl (hydrogen chloride-ethyl acetate), C(C)OCC (ethyl ether). Solvent: C(C)(=O)O (acetic acid), C(C)(=O)OCC (ethyl acetate). Conditions: time 1 hour. The product is Cl.Cl.C(=O)(O)[C@H](CCCCC1CCNCC1)N[C@@H](C)C(=O)N(CC(=O)O)C1CC2=CC=CC=C2C1 (N-[N-[(S)-1-carboxy-5-(4-piperidyl)pentyl]-L-alanyl]-N-(indan-2yl)glycine.dihydrochloride). Reaction SMILES: C([O:5][C:6](=[O:37])[CH2:7][N:8]([C:18](=[O:36])[C@H:19]([CH3:35])[NH:20][C@H:21]([C:32]([OH:34])=[O:33])[CH2:22][CH2:23][CH2:24][CH2:25][CH:26]1[CH2:31][CH2:30][NH:29][CH2:28][CH2:27]1)[CH:9]1[CH2:17][C:16]2[C:11](=[CH:12][CH:13]=[CH:14][CH:15]=2)[CH2:10]1)(C)(C)C.C(OCC)(=O)C.[ClH:44].C(OCC)C>C(O)(=O)C.C(OCC)(=O)C>[ClH:44].[ClH:44].[C:32]([C@@H:21]([NH:20][C@H:19]([C:18]([N:8]([CH:9]1[CH2:10][C:11]2[C:16](=[CH:15][CH:14]=[CH:13][CH:12]=2)[CH2:17]1)[CH2:7][C:6]([OH:37])=[O:5])=[O:36])[CH3:35])[CH2:22][CH2:23][CH2:24][CH2:25][CH:26]1[CH2:31][CH2:30][NH:29][CH2:28][CH2:27]1)([OH:34])=[O:33] |f:1.2,6.7.8|. Reported procedure: In a mixture of 2 ml of acetic acid and 2 ml of ethyl acetate is dissolved 0.28 g of N-[N-[(S)-5-(4-piperidyl)-1-carboxypentyl]-L-alanyl]-N-(indan-2-yl)glycine tert-butyl ester, and 5 ml of 5N hydrogen chloride-ethyl acetate solution is added to the solution, followed by standing at room temperature for 1 hour. 100 ml of ethyl ether is added to the reaction solution, and the precipitate which separates out is collected by filtration to give 0.22 g of N-[N-[(S)-1-carboxy-5-(4-piperidyl)pentyl]-L-... Starting materials: CN(C)CC#CC(=O)O, N#Cc1cnc2ccc(N)cc2c1Nc1cccc(Br)c1, C1CCOC1, c1ccncc1. Yields the product CN(C)CC#CC(=O)Nc1ccc2ncc(C#N)c(Nc3cccc(Br)c3)c2c1. As a reaction SMILES: [CH3:1][N:2]([CH2:3][C:4]#[C:5][C:6](=[O:7])[OH:8])[CH3:9].[NH2:10][c:11]1[cH:12][c:13]2[c:14]([NH:23][c:24]3[cH:25][c:26]([Br:30])[cH:27][cH:28][cH:29]3)[c:15]([C:21]#[N:22])[cH:16][n:17][c:18]2[cH:19][cH:20]1.[O:31]1[CH2:32][CH2:33][CH2:34][CH2:35]1.[cH:36]1[cH:37][cH:38][n:39][cH:40][cH:41]1>>[CH3:1][N:2]([CH2:3][C:4]#[C:5][C:6](=[O:7])[NH:10][c:11]1[cH:12][c:13]2[c:14]([NH:23][c:24]3[cH:25][c:26]([Br:30])[cH:27][cH:28][cH:29]3)[c:15]([C:21]#[N:22])[cH:16][n:17][c:18]2[cH:19][cH:20]1)[CH3:9]. Yields the product FC(C=1C=CC=C2C(C(NC12)=O)=O)(F)F (7-Trifluoromethyl-1H-indole-2,3-dione). Starting materials: ON=CC(=O)NC1=C(C=CC=C1)C(F)(F)F (2-hydroxyimino-N-(2-trifluoromethyl-phenyl)-acetamide), C(C)(=O)N (acetamide). RXN SMILES: ON=[CH:3][C:4]([NH:6][C:7]1[CH:12]=[CH:11][CH:10]=[CH:9][C:8]=1[C:13]([F:16])([F:15])[F:14])=[O:5].C(N)(=[O:19])C>>[F:14][C:13]([F:16])([F:15])[C:8]1[CH:9]=[CH:10][CH:11]=[C:12]2[C:7]=1[NH:6][C:4](=[O:5])[C:3]2=[O:19]. Reported procedure: Following the procedure of example 36.B. except using 2-hydroxyimino-N-(2-trifluoromethyl-phenyl)-acetamide as the acetamide component afforded the title compound as a solid. ESI (−) MS m/e=214 (MH−). Reactants: C(C1=CC=CC=C1)C1=NC(=CC=C1C#C[C@]1(CN2CCC1CC2)O)N2C[C@H]([C@@H](C2)OC)O ((3R)-3-[2-Benzyl-6-[(3R,4R)-3-hydroxy-4-methoxypyrrolidine-1-yl]-3-pyridyl)ethynyl-3-quinuclidinol). Reagents/catalysts: [Pt](=O)=O (platinum (IV) oxide), [H][H] (hydrogen). Solvent: CO (methanol). The product is C(C1=CC=CC=C1)C1=NC(=CC=C1CC[C@]1(CN2CCC1CC2)O)N2C[C@H]([C@@H](C2)OC)O ((3S)-3-[2-[2-Benzyl-6-[(3R,4R)-3-hydroxy-4-methoxypyrrolidine-1-yl]-pyridyl]ethyl]-3-quinuclidinol). As a reaction SMILES: [CH2:1]([C:8]1[C:13]([C:14]#[C:15][C@:16]2([OH:24])[CH:21]3[CH2:22][CH2:23][N:18]([CH2:19][CH2:20]3)[CH2:17]2)=[CH:12][CH:11]=[C:10]([N:25]2[CH2:29][C@@H:28]([O:30][CH3:31])[C@H:27]([OH:32])[CH2:26]2)[N:9]=1)[C:2]1[CH:7]=[CH:6][CH:5]=[CH:4][CH:3]=1>CO.[H][H].[Pt](=O)=O>[CH2:1]([C:8]1[C:13]([CH2:14][CH2:15][C@:16]2([OH:24])[CH:21]3[CH2:20][CH2:19][N:18]([CH2:23][CH2:22]3)[CH2:17]2)=[CH:12][CH:11]=[C:10]([N:25]2[CH2:29][C@@H:28]([O:30][CH3:31])[C@H:27]([OH:32])[CH2:26]2)[N:9]=1)[C:2]1[CH:3]=[CH:4][CH:5]=[CH:6][CH:7]=1. Reported procedure: 180 mg of the target compound was obtained using 200 mg of (3R)-3-[2-benzyl-6-[(3R,4R)-3-hydroxy-4-methoxypyrrolidine-1-yl]-3-pyridyl]ethynyl-3-quinuclidinol (Example 10) in 2 ml of methanol at normal pressure in a hydrogen atmosphere wherein 10 mg of platinum (IV) oxide was used as a catalyst to carry out catalytic reduction. Starting materials: FC1=C(C(=O)Cl)C=C(C(=C1)F)F (2,4,5-Trifluorobenzoyl chloride), CNCCO (2-methylaminoethanol). Solvent: C(Cl)Cl (DCM), [OH-].[Na+] (sodium hydroxide). Reaction conditions: time 3 hour. Product: FC1=C(C(=O)N(C)CCO)C=C(C(=C1)F)F (2,4,5-Trifluoro-N-(2-hydroxyethyl)-N-methylbenzamide). Isolated yield 105.8%. As a reaction SMILES: [F:1][C:2]1[CH:10]=[C:9]([F:11])[C:8]([F:12])=[CH:7][C:3]=1[C:4](Cl)=[O:5].[CH3:13][NH:14][CH2:15][CH2:16][OH:17]>C(Cl)Cl.[OH-].[Na+]>[F:1][C:2]1[CH:10]=[C:9]([F:11])[C:8]([F:12])=[CH:7][C:3]=1[C:4]([N:14]([CH2:15][CH2:16][OH:17])[CH3:13])=[O:5] |f:3.4|. Procedure: 2,4,5-Trifluorobenzoyl chloride (540 mg, 2.78 mmol) was added to a stirred solution of 2-methylaminoethanol (0.185 mL, 3.06 mmol) in DCM (5 mL) and 10% aqueous sodium hydroxide solution (5 mL) at 0° C. After addition was complete the icebath was removed and the reaction was allowed to warm up to RT and stirred for 3 hours. The phases were then separated and the aqueous phase extracted with DCM (3×30 mL). The combined organic layers were dried (MgSO4), filtered and evaporated to give the desired ... Reactants: OC1=CC2=C(C(=CO2)CC(=O)OC)C=C1 (methyl (6-hydroxy-1-benzofuran-3-yl)acetate), ClCC1=CC=C(C=C1)OCC (1-(chloromethyl)-4-ethoxybenzene), C([O-])([O-])=O.[K+].[K+] (potassium carbonate), O (Water). Run in CN(C)C=O (DMF). Reaction conditions: time 3 hour. The product is C(C)OC1=CC=C(COC2=CC3=C(C(=CO3)CC(=O)OC)C=C2)C=C1 (methyl {6-[(4-ethoxybenzyl)oxy]-1-benzofuran-3-yl}acetate). Isolated yield 95.7%. Reaction SMILES: [OH:1][C:2]1[CH:15]=[CH:14][C:5]2[C:6]([CH2:9][C:10]([O:12][CH3:13])=[O:11])=[CH:7][O:8][C:4]=2[CH:3]=1.Cl[CH2:17][C:18]1[CH:23]=[CH:22][C:21]([O:24][CH2:25][CH3:26])=[CH:20][CH:19]=1.C(=O)([O-])[O-].[K+].[K+].O>CN(C=O)C>[CH2:25]([O:24][C:21]1[CH:22]=[CH:23][C:18]([CH2:17][O:1][C:2]2[CH:15]=[CH:14][C:5]3[C:6]([CH2:9][C:10]([O:12][CH3:13])=[O:11])=[CH:7][O:8][C:4]=3[CH:3]=2)=[CH:19][CH:20]=1)[CH3:26] |f:2.3.4|. Procedure details: To a solution of methyl (6-hydroxy-1-benzofuran-3-yl)acetate (10.0 g, 48.5 mmol) in DMF (100 mL) were added 1-(chloromethyl)-4-ethoxybenzene (12.4 g, 72.7 mmol) and potassium carbonate (13.5 g, 97.0 mmol), and the mixture was stirred at room temperature for 3 hr. Water was added to the reaction mixture, and the mixture was extracted with ethyl acetate. The extract was washed twice with saturated brine, and dried over anhydrous magnesium sulfate. The solvent was evaporated under reduced pressure ...